This data is from the Open Reaction Database (ORD), a public repository of structured organic reaction records. The task is: describe an organic reaction: reactants, conditions, products, and yield Starting materials: FC1=C(COC2=CC(N(C(=C2)C)C=2C=C(C(=O)OC)C=CC2)=O)C=CC(=C1)F (Methyl 3-[4-[(2,4-difluorobenzyl)oxy]-6-methyl-2-oxopyridin-1(2H)-yl]benzoate), BrN1C(CCC1=O)=O (N-bromosuccinimide). Solvent: C(C)#N (acetonitrile). Run at time 1.5 hour. Yields the product OC1=CC(N(C(=C1)C)C=1C=C(C(=O)OC)C=CC1)=O (methyl 3-(4-hydroxy-6-methyl-2-oxopyridin-1(2H)-yl)benzoate). Yield: 165.3%. Reaction SMILES: FC1C=C(F)C=CC=1C[O:5][C:6]1[CH:11]=[C:10]([CH3:12])[N:9]([C:13]2[CH:14]=[C:15]([CH:20]=[CH:21][CH:22]=2)[C:16]([O:18][CH3:19])=[O:17])[C:8](=[O:23])[CH:7]=1.BrN1C(=O)CCC1=O>C(#N)C>[OH:5][C:6]1[CH:11]=[C:10]([CH3:12])[N:9]([C:13]2[CH:14]=[C:15]([CH:20]=[CH:21][CH:22]=2)[C:16]([O:18][CH3:19])=[O:17])[C:8](=[O:23])[CH:7]=1. Procedure details: Methyl 3-[4-[(2,4-difluorobenzyl)oxy]-6-methyl-2-oxopyridin-1(2H)-yl]benzoate (from step 2) (15.85 g, 41.130 mmol) suspended in acetonitrile (165 mL) was cooled in an ice-bath. N-bromosuccinimide (7.687 g, 43.186 mmol) was added and the ice-bath was removed. The reaction mixture was stirred for 1.5 hours at room temperature. Reaction was concentrated and subjected to chromatography (silica gel, ethyl acetate with 10% methanol/hexanes) afforded an off white solid (17.63 g, 92%). 1H NMR (400 MHz, ... Reactants: C1=CC=CC1 (cyclopentadiene). The reagents and catalysts are [Ni] (nickel). Yields the product C1CC2C3CCC(C3)C2C1 (endo-tetrahydrodicyclopentadiene). As a reaction SMILES: [CH:1]1[CH2:5][CH:4]=[CH:3][CH:2]=1>[Ni]>[CH2:2]1[CH2:1][CH:5]2[CH:4]([CH:2]3[CH2:1][CH:5]2[CH2:4][CH2:3]3)[CH2:3]1. Procedure: hydrogenating the endo dimer of cyclopentadiene containing a dispersed nickel hydrogenation catalyst to provide a crude endo-tetrahydrodicyclopentadiene derivative having a melting point of at least about 70° C,; Reactants: CCOC(=N)c1ccc(OC)cc1OCC, NC(CCC1CCCCC1)C(N)c1ccc(Cl)cc1, CCOc1cc(OC)ccc1C1=NC(CC2CCCC2)C(c2ccc(Cl)cc2)N1, Cl. Yields the product CCOc1cc(OC)ccc1C1=NC(CCC2CCCCC2)C(c2ccc(Cl)cc2)N1. RXN SMILES: [CH2:21]([CH3:22])[O:23][c:24]1[c:25]([C:26](=[NH:27])[O:28][CH2:29][CH3:30])[cH:31][cH:32][c:33]([O:35][CH3:36])[cH:34]1.[Cl:1][c:2]1[cH:3][cH:4][c:5]([CH:8]([CH:9]([CH2:10][CH2:11][CH:12]2[CH2:13][CH2:14][CH2:15][CH2:16][CH2:17]2)[NH2:18])[NH2:19])[cH:6][cH:7]1.[Cl:37][c:38]1[cH:39][cH:40][c:41]([CH:42]2[NH:43][C:44]([c:45]3[cH:46][cH:47][c:48]([O:49][CH3:50])[cH:51][c:52]3[O:53][CH2:54][CH3:55])=[N:56][CH:57]2[CH2:58][CH:59]2[CH2:60][CH2:61][CH2:62][CH2:63]2)[cH:64][cH:65]1.[ClH:20]>>[Cl:1][c:2]1[cH:3][cH:4][c:5]([CH:8]2[CH:9]([CH2:10][CH2:11][CH:12]3[CH2:13][CH2:14][CH2:15][CH2:16][CH2:17]3)[N:18]=[C:26]([c:25]3[c:24]([O:23][CH2:21][CH3:22])[cH:34][c:33]([O:35][CH3:36])[cH:32][cH:31]3)[NH:19]2)[cH:6][cH:7]1. Reactants: C(C1=CC=CC=C1)O (Benzyl alcohol), C[C@@]12C(=O)CC[C@H]1[C@@H]1CCC3=CC(=O)CC[C@]3(C)[C@H]1CC2 (Androstenedione), C1(=CC=C(C=C1)S(=O)(=O)O)C (p-toluenesulphonic acid), C(OCC)(OCC)OCC (Triethyl orthoformate). Solvent: C1=CC=CC=C1 (benzene), C1=CC=CC=C1 (benzene). Product: C(C1=CC=CC=C1)OC1=CC2=CC[C@H]3[C@@H]4CCC([C@@]4(C)CC[C@@H]3[C@]2(CC1)C)=O (3-benzyloxy-androsta-3,5-dien-17-one). The yield is 12348.1%. As a reaction SMILES: [CH3:1][C@:2]12[CH2:21][CH2:20][C@H:19]3[C@@H:8]([CH2:9][CH2:10][C:11]4[C@:17]3([CH3:18])[CH2:16][CH2:15][C:13](=[O:14])[CH:12]=4)[C@@H:7]1[CH2:6][CH2:5][C:3]2=[O:4].C(OCC)(OCC)OCC.[C:32]1([CH3:42])[CH:37]=[CH:36][C:35](S(O)(=O)=O)=[CH:34][CH:33]=1.C(O)C1C=CC=CC=1>C1C=CC=CC=1>[CH2:42]([O:14][C:13]1[CH2:15][CH2:16][C@@:17]2([CH3:18])[C:11](=[CH:10][CH2:9][C@@H:8]3[C@@H:19]2[CH2:20][CH2:21][C@@:2]2([CH3:1])[C@H:7]3[CH2:6][CH2:5][C:3]2=[O:4])[CH:12]=1)[C:32]1[CH:37]=[CH:36][CH:35]=[CH:34][CH:33]=1. Procedure: Androstenedione (5 g) was dissolved in dry benzene (100 ml). Triethyl orthoformate (3.25 ml) was added, followed by p-toluenesulphonic acid (20 mg) and the solution heated at 50° for 45 minutes. Benzyl alcohol (7.5 ml) and benzene (150 ml) were then added and the solution distilled until 150 ml of distillate had been collected. A few drops of pyridine were added and the solution evaporated under reduced pressure to give a yellow solid. This solid was recrystallised from ethanol to give 3-benzylo... Product: CC(CO)CN1C(=O)COc2ccc(F)cc21. Reactants: CC(CO[Si](C)(C)C(C)(C)C)CN1C(=O)COc2ccc(F)cc21, CCCC[N+](CCCC)(CCCC)CCCC, CCCCCCC, CCOC(C)=O. RXN SMILES: [C:1]([Si:2]([CH3:3])([CH3:4])[O:6][CH2:7][CH:8]([CH2:9][N:10]1[C:11](=[O:21])[CH2:12][O:13][c:14]2[c:15]1[cH:16][c:17]([F:20])[cH:18][cH:19]2)[CH3:22])([CH3:5])([CH3:23])[CH3:24].[CH3:25][CH2:26][CH2:27][CH2:28][N+:29]([CH2:30][CH2:31][CH2:32][CH3:33])([CH2:34][CH2:35][CH2:36][CH3:37])[CH2:38][CH2:39][CH2:40][CH3:41].[CH3:42][CH2:43][CH2:44][CH2:45][CH2:46][CH2:47][CH3:48].[CH3:49][CH2:50][O:51][C:52]([CH3:53])=[O:54]>>[OH:6][CH2:7][CH:8]([CH2:9][N:10]1[C:11](=[O:21])[CH2:12][O:13][c:14]2[c:15]1[cH:16][c:17]([F:20])[cH:18][cH:19]2)[CH3:22]. Reactants: C(C)N(C(=O)N1CC(CC(C1)C1=CC=C(C=C1)CC)C(=O)O)C (1-[Ethyl(methyl)carbamoyl]-5-(4-ethylphenyl)piperidine-3-carboxylic acid), ON=C(CN1CCOCC1)N (N′-hydroxy-2-morpholin-4-ylethanimidamide). Product: C(C)N(C(=O)N1CC(CC(C1)C1=NC(=NO1)CN1CCOCC1)C1=CC=C(C=C1)CC)C (N-Ethyl-3-(4-ethylphenyl)-N-methyl-5-[3-(morpholin-4-ylmethyl)-1,2,4-oxadiazol-5-yl]piperidine-1-carboxamide). Reaction SMILES: [CH2:1]([N:3]([CH3:23])[C:4]([N:6]1[CH2:11][CH:10]([C:12]2[CH:17]=[CH:16][C:15]([CH2:18][CH3:19])=[CH:14][CH:13]=2)[CH2:9][CH:8]([C:20]([OH:22])=O)[CH2:7]1)=[O:5])[CH3:2].O[N:25]=[C:26]([NH2:34])[CH2:27][N:28]1[CH2:33][CH2:32][O:31][CH2:30][CH2:29]1>>[CH2:1]([N:3]([CH3:23])[C:4]([N:6]1[CH2:7][CH:8]([C:20]2[O:22][N:34]=[C:26]([CH2:27][N:28]3[CH2:33][CH2:32][O:31][CH2:30][CH2:29]3)[N:25]=2)[CH2:9][CH:10]([C:12]2[CH:17]=[CH:16][C:15]([CH2:18][CH3:19])=[CH:14][CH:13]=2)[CH2:11]1)=[O:5])[CH3:2]. Procedure details: 63 mg (0.20 mmol) of 1-[ethyl(methyl)carbamoyl]-5-(4-ethylphenyl)piperidine-3-carboxylic acid (Example 45A) and 35 mg (0.22 mmol, 1.1 eq.) of N′-hydroxy-2-morpholin-4-ylethanimidamide were reacted according to the General Method 1. Yield: 5 mg (5% of theory)